Dataset: the Open Reaction Database (ORD), a public repository of structured organic reaction records. Task: describe an organic reaction: reactants, conditions, products, and yield Starting materials: C(C)(=O)O[C@@H](CC(=O)O)CBr ((S)-3-acetoxy-4-bromobutyric acid), [OH-].[Ca+2].[OH-] (calcium hydroxide). The solvent is O (water). Run at time 2 hour. Product: [Ca+2].O1[C@@H](CC(=O)[O-])C1.O1[C@@H](CC(=O)[O-])C1 ((S)-3,4-epoxybutyric acid calcium salt). RXN SMILES: C([O:4][C@H:5]([CH2:10]Br)[CH2:6][C:7]([OH:9])=[O:8])(=O)C.[OH-].[Ca+2:13].[OH-]>O>[Ca+2:13].[O:4]1[CH2:10][C@@H:5]1[CH2:6][C:7]([O-:9])=[O:8].[O:4]1[CH2:10][C@@H:5]1[CH2:6][C:7]([O-:9])=[O:8] |f:1.2.3,5.6.7|. Reported procedure: To a 2 l of three-necked flask equipped with thermometer, pH meter and mechanical stirrer were charged distilled water (1 l), (S)-3-acetoxy-4-bromobutyric acid (90 g, 0.4 mol) and calcium hydroxide (45 g, 0.6 mol). The reaction mixture was stirred at 0˜5 for 2 hours to afford (S)-3,4-epoxybutyric acid calcium salt Over 99% of conversion was detected by NMR. Starting materials: [OH-].[Na+] (sodium hydroxide), C1(CCC=CCCC1)C(=O)OCC (ethyl cyclo-oct-4-ene-1-carboxylate). Run in O (water). The product is C1(CCC=CCCC1)C(=O)O (cyclo-oct-4-ene-1-carboxylic acid). Reaction SMILES: [CH:1]1([C:9]([O:11]CC)=[O:10])[CH2:8][CH2:7][CH2:6][CH:5]=[CH:4][CH2:3][CH2:2]1.[OH-].[Na+]>O>[CH:1]1([C:9]([OH:11])=[O:10])[CH2:2][CH2:3][CH2:4][CH:5]=[CH:6][CH2:7][CH2:8]1 |f:1.2|. Procedure: After 2 hours reaction, the autoclave was allowed to cool and was vented. A portion of the autoclave contents, containing 40 parts by weight of ethyl cyclo-oct-4-ene-1-carboxylate, was mixed with water (100 parts by volume) and sodium hydroxide (21 parts by weight). The mixture was heated under reflux for 2 hours, when metallic palladium precipitated out. This was removed by filtration, and the filtrate was poured into water (350 parts by volume) and acidified with excess concentrated hydrochlor...